From a dataset of the Open Reaction Database (ORD), a public repository of structured organic reaction records. describe an organic reaction: reactants, conditions, products, and yield Starting materials: CCOC(=O)C#N, C1CCOC1, C[Si](C)(C)[N-][Si](C)(C)C, COc1ccc2c(c1)CCC2=O, [Li+]. The product is CCOC(=O)C1Cc2cc(OC)ccc2C1=O. RXN SMILES: [C:23](#[N:24])[C:25](=[O:26])[O:27][CH2:28][CH3:29].[CH2:30]1[O:31][CH2:32][CH2:33][CH2:34]1.[CH3:13][Si:14]([N-:15][Si:16]([CH3:17])([CH3:18])[CH3:19])([CH3:20])[CH3:21].[CH3:1][O:2][c:3]1[cH:4][c:5]2[c:9]([cH:10][cH:11]1)[C:8](=[O:12])[CH2:7][CH2:6]2.[Li+:22]>>[CH3:1][O:2][c:3]1[cH:4][c:5]2[c:9]([cH:10][cH:11]1)[C:8](=[O:12])[CH:7]([C:25](=[O:26])[O:27][CH2:28][CH3:29])[CH2:6]2. As a reaction SMILES: [Cl:1][C:2]1[CH:7]=[CH:6][C:5]([C:8]2[CH:13]=[CH:12][C:11]([OH:14])=[CH:10][CH:9]=2)=[CH:4][CH:3]=1.C[O:16][C:17]([C:19]1[O:20][C:21]([CH2:24]Cl)=[CH:22][CH:23]=1)=[O:18]>>[Cl:1][C:2]1[CH:3]=[CH:4][C:5]([C:8]2[CH:13]=[CH:12][C:11]([O:14][CH2:24][C:21]3[O:20][C:19]([C:17]([OH:18])=[O:16])=[CH:23][CH:22]=3)=[CH:10][CH:9]=2)=[CH:6][CH:7]=1. Procedure details: 5-(4′-Chloro-biphenyl-4-yloxymethyl)-furan-2-carboxylic acid was prepared using general procedure A from 4-chloro-4′-hydroxybiphenyl (available from TCI America, Portland, Oreg.) and 5-chloromethylfuran-2-carboxylic acid methyl ester (available from Aldrich, Milwaukee, Wis., or from Maybridge plc, Tintagel, UK). Yield: 72 mg. Mass spectrum (ES) MH+=329. Product: ClC1=CC=C(C=C1)C1=CC=C(C=C1)OCC1=CC=C(O1)C(=O)O (5-(4′-Chloro-biphenyl-4-yloxymethyl)-furan-2-carboxylic acid). Reactants: ClC1=CC=C(C=C1)C1=CC=C(C=C1)O (4-chloro-4′-hydroxybiphenyl), COC(=O)C=1OC(=CC1)CCl (5-chloromethylfuran-2-carboxylic acid methyl ester).